Task: describe an organic reaction: reactants, conditions, products, and yield. Dataset: the Open Reaction Database (ORD), a public repository of structured organic reaction records Starting materials: c1n(nnc1C)C, S(=O)(=O)(C(F)(F)F)Oc1ccc2CCN(C(c2c1Cl)=O)Cc1c(nc(cc1C)C)OCc1ccccc1. The reagents and catalysts are c1ccc(cc1)-c2c3ccccc3cc4ccccc24 (9-Phenylanthracene), CC(=O)[O-].[K+] (KOAc), P(C1CCCCC1)(C1CCCCC1)C1CCCCC1 (P(Cy)3), C(O[Pd]OC(C)=O)(C)=O (Pd(OAc)2). The solvent is C1CCOC1 (THF). Run at temperature 120 celsius, time 18 hour. Yields the product Cc1cc(C)c(CN2CCc3ccc(c(Cl)c3C2=O)c4c(C)nnn4C)c(OCc5ccccc5)n1. Reaction SMILES: [CH3:1][c:2]1[n:7][n:6][n:4]([CH3:5])[cH:3]1.[CH3:8][c:9]1[n:36][c:27]([O:28][CH2:29][c:30]2[cH:35][cH:34][cH:33][cH:32][cH:31]2)[c:13]([CH2:14][N:15]3[C:25](=[O:26])[c:24]([c:18]4[CH2:17][CH2:16]3)[c:22]([Cl:23])[c:21](OS(C(F)(F)F)(=O)=O)[cH:20][cH:19]4)[c:11]([CH3:12])[cH:10]1>>[CH3:8][c:9]1[n:36][c:27]([O:28][CH2:29][c:30]2[cH:35][cH:34][cH:33][cH:32][cH:31]2)[c:13]([CH2:14][N:15]3[C:25](=[O:26])[c:24]([c:18]4[CH2:17][CH2:16]3)[c:22]([Cl:23])[c:21]([c:3]5[n:4]([CH3:5])[n:6][n:7][c:2]5[CH3:1])[cH:20][cH:19]4)[c:11]([CH3:12])[cH:10]1. Reactants: iminohalide iminoether, 7-[N-(2,2-diethoxycarbonyl)vinyl]adipinamido-3-[(2,5-dihydro-6-hydroxy-5-oxo-2-methyl-1,2,4-triazin-3-yl)thiomethyl]ceph-3-em-4-carboxylic acid, formula II, esters, N-(N'-butylcarbamoyl)cephalosporin C, CC1([C@@H](N2[C@H](S1)[C@@H](C2=O)NC(=O)CC=3C=CC=CC3)C(=O)O)C (penicillin G), ClCC(=O)NC1[C@@H]2N(C(=C(CS2)C)C(=O)O)C1=O (7-chloracetamido-3-methylceph-3-em-4-carboxylic acid), N-[2-nitro-2-carbethoxyvinyl(1)]cephalosporin C, C1(=CC=CC=C1)CC(=O)NC1[C@@H]2N(C(=C(CS2)C)C(=O)O)C1=O (7-phenylacetamido-3-methylceph-3-em-4-carboxylic acid), 7-[N-(2,2-diethoxycarbonyl)vinyl]adipinoylamino-3-[(1-methyl-1,2,3,4-tetrazol-5-yl)thiomethyl]ceph-3-em-4-carboxylic acid, N-[2,2-diethoxycarbonylvinyl(1)]cephalosporin C, CC1([C@@H](N2[C@H](S1)[C@@H](C2=O)NC(=O)CC=3C=CC=CC3)C(=O)[O-])C.[K+] (penicillin), C(C1=CC=CC=C1)NC1[C@@H]2N(C(=C(CS2)C)C(=O)O)C1=O (7-benzylamino-3-methylceph-3-em-4-carboxylic acid), amino, halogen, CC1([C@@H](N2[C@H](S1)[C@@H](C2=O)NC(=O)COC=3C=CC=CC3)C(=O)O)C (penicillin V), O(C1=CC=CC=C1)CC(=O)NC1[C@@H]2N(C(=C(CS2)C)C(=O)O)C1=O (7-phenoxyacetamido-3-methylceph-3-em-4-carboxylic acid), S-heterocyclic, 7-[N-(2,2-diethoxycarbonyl)vinyl]adipinamido-3-[(4,5-dihydro-6-hydroxy-5-oxo-4-methyl-1,2,4-triazin-3-yl)thiomethyl]ceph-3-em-4-carboxylic acid, N-(N'-phenylcarbamoyl)cephalosporin C, cephalosporin, CC(=O)OCC1=C(N2[C@@H]([C@@H](C2=O)NC(=O)CCC[C@H](C(=O)O)N)SC1)C(=O)O (cephalosporin C). Yields the product CC(=O)OCC1=C(N2[C@@H]([C@@H](C2=O)N)SC1)C(=O)O (7-Aminocephalosporanic acid). As a reaction SMILES: [CH3:1][C:2]1([CH3:23])[S:6][C@@H:5]2[C@H:7]([NH:10]C(CC3C=CC=CC=3)=O)[C:8](=[O:9])[N:4]2[C@H:3]1[C:20]([O-:22])=[O:21].[K+].CC1(C)S[C@@H]2[C@H](NC(COC3C=CC=CC=3)=O)C(=O)N2[C@H:27]1[C:45]([OH:47])=[O:46].CC1(C)S[C@@H]2[C@H](NC(CC3C=CC=CC=3)=O)C(=O)N2[C@H]1C(O)=O.CC(OCC1CS[C@@H]2[C@H](NC(CCC[C@@H](N)C(O)=O)=O)C(=O)N2C=1C(O)=O)=O.O(CC(NC1C(=O)N2C(C(O)=O)=C(C)CS[C@H]12)=O)C1C=CC=CC=1.ClCC(NC1C(=O)N2C(C(O)=O)=C(C)CS[C@H]12)=O.C1(CC(NC2C(=O)N3C(C(O)=O)=C(C)CS[C@H]23)=O)C=CC=CC=1.C(NC1C(=O)N2C(C(O)=O)=C(C)CS[C@H]12)C1C=CC=CC=1>>[CH3:27][C:45]([O:47][CH2:23][C:2]1[CH2:1][S:6][C@@H:5]2[C@H:7]([NH2:10])[C:8](=[O:9])[N:4]2[C:3]=1[C:20]([OH:22])=[O:21])=[O:46] |f:0.1|. Procedure details: In an iminohalide/iminoether reaction for converting amido groups to amino groups present on a penicillin or cephalosporin selected from the group consisting of penicillin V, penicillin G, cephalosporin C, 6-chloracetamidopenicillanic acid, N-[2,2-diethoxycarbonylvinyl(1)]cephalosporin C, N-[2-nitro-2-carbethoxyvinyl(1)]cephalosporin C, 7-[N-(2,2-diethoxycarbonyl)vinyl]adipinoylamino-3-[(1-methyl-1,2,3,4-tetrazol-5-yl)thiomethyl]ceph-3-em-4-carboxylic acid, 7-[N-(2,2-diethoxycarbonyl)vinyl]adipi... Starting materials: C(C=C)OC(=O)C1(CSCC(C1=O)NC(=O)OC(C)(C)C)CC1=CC(=C(C=C1)[N+](=O)[O-])F (5-tert-butoxycarbonylamino-3-(3-fluoro-4-nitro-benzyl)-4-oxo-tetra-hydro-thiopyran-3-carboxylic acid allyl ester), N1CCOCC1 (morpholine), C(=O)(O)[O-].[Na+] (NaHCO3). Run in C1CCOC1 (THF). Reaction conditions: temperature 25 celsius, time 3 hour. Yields the product C(C)(C)(C)OC(N[C@H]1CSC[C@H](C1=O)CC1=CC(=C(C=C1)[N+](=O)[O-])F)=O ([(3R*,5S*)-5-(3-Fluoro-4-nitro-benzyl)-4-oxo-tetrahydro-thiopyran-3-yl]-carbamic acid tert-butyl ester). RXN SMILES: C(OC([C:7]1([CH2:22][C:23]2[CH:28]=[CH:27][C:26]([N+:29]([O-:31])=[O:30])=[C:25]([F:32])[CH:24]=2)[C:12](=[O:13])[CH:11]([NH:14][C:15]([O:17][C:18]([CH3:21])([CH3:20])[CH3:19])=[O:16])[CH2:10][S:9][CH2:8]1)=O)C=C.N1CCOCC1.C([O-])(O)=O.[Na+]>C1COCC1>[C:18]([O:17][C:15](=[O:16])[NH:14][C@@H:11]1[C:12](=[O:13])[C@H:7]([CH2:22][C:23]2[CH:28]=[CH:27][C:26]([N+:29]([O-:31])=[O:30])=[C:25]([F:32])[CH:24]=2)[CH2:8][S:9][CH2:10]1)([CH3:21])([CH3:19])[CH3:20] |f:2.3|. Procedure: To a degassed solution of 5-tert-butoxycarbonylamino-3-(3-fluoro-4-nitro-benzyl)-4-oxo-tetra-hydro-thiopyran-3-carboxylic acid allyl ester (3.56 g, 7.6 mmol) and morpholine (1.4 mL, 15.2 mmol) in THF (50 mL) was added under argon Pd(PPh3)4 (0.092 g, 0.076 mmol) and the reaction mixture was stirred at 25° C. for 3 h. The reaction mixture was poured onto cold saturated NaHCO3 solution and extracted with EtOAc. Combined extracts were washed with brine, dried over MgSO4 and evaporated. The residue w...